This data is from the Open Reaction Database (ORD), a public repository of structured organic reaction records. The task is: describe an organic reaction: reactants, conditions, products, and yield The reactants are ClC=1C=C(C=2N(N1)C=CN2)N(C2=CC=CC=C2)CC2=CC=C(C=C2)OC (6-chloro-N-(4-methoxybenzyl)-N-phenyl imidazo[1,2-b]pyridazin-8-amine), C(#N)C1=C(C=C(C=C1)B(O)O)F (4-cyano-3-fluorophenylboronic acid), C([O-])([O-])=O.[Cs+].[Cs+] (cesium carbonate). Reagents/catalysts: [Pd].C1(=CC=CC=C1)P(C1=CC=CC=C1)C1=CC=CC=C1.C1(=CC=CC=C1)P(C1=CC=CC=C1)C1=CC=CC=C1.C1(=CC=CC=C1)P(C1=CC=CC=C1)C1=CC=CC=C1.C1(=CC=CC=C1)P(C1=CC=CC=C1)C1=CC=CC=C1 (tetrakis(triphenylphosphine) palladium). Solvent: CN(C)C=O (DMF). Run at temperature 100 celsius. Yields the product FC1=C(C#N)C=CC(=C1)C=1C=C(C=2N(N1)C=CN2)N(C2=CC=CC=C2)CC2=CC=C(C=C2)OC (2-fluoro-4-(8-((4-methoxybenzyl)(phenyl)amino)imidazo[1,2-b]pyridazin-6-yl)benzonitrile). Isolated yield 24.4%. As a reaction SMILES: Cl[C:2]1[CH:3]=[C:4]([N:11]([CH2:18][C:19]2[CH:24]=[CH:23][C:22]([O:25][CH3:26])=[CH:21][CH:20]=2)[C:12]2[CH:17]=[CH:16][CH:15]=[CH:14][CH:13]=2)[C:5]2[N:6]([CH:8]=[CH:9][N:10]=2)[N:7]=1.[C:27]([C:29]1[CH:34]=[CH:33][C:32](B(O)O)=[CH:31][C:30]=1[F:38])#[N:28].C(=O)([O-])[O-].[Cs+].[Cs+]>[Pd].C1(P(C2C=CC=CC=2)C2C=CC=CC=2)C=CC=CC=1.C1(P(C2C=CC=CC=2)C2C=CC=CC=2)C=CC=CC=1.C1(P(C2C=CC=CC=2)C2C=CC=CC=2)C=CC=CC=1.C1(P(C2C=CC=CC=2)C2C=CC=CC=2)C=CC=CC=1.CN(C=O)C>[F:38][C:30]1[CH:31]=[C:32]([C:2]2[CH:3]=[C:4]([N:11]([CH2:18][C:19]3[CH:24]=[CH:23][C:22]([O:25][CH3:26])=[CH:21][CH:20]=3)[C:12]3[CH:17]=[CH:16][CH:15]=[CH:14][CH:13]=3)[C:5]3[N:6]([CH:8]=[CH:9][N:10]=3)[N:7]=2)[CH:33]=[CH:34][C:29]=1[C:27]#[N:28] |f:2.3.4,5.6.7.8.9|. Procedure: To a vial was added 6-chloro-N-(4-methoxybenzyl)-N-phenyl imidazo[1,2-b]pyridazin-8-amine (100 mg, 0.274 mmol) from Example XXXVI(1) step (1a), 4-cyano-3-fluorophenylboronic acid (49.7 mg, 0.302 mmol), tetrakis(triphenylphosphine) palladium (17.4 mg, 0.015 mmol) and cesium carbonate (295 mg, 0.905 mmol in water (0.2 mL)) and DMF (2 mL). The solution was heated to 100° C. for 10 hours. The crude product mixture was filtered through celite, concentrated in vacuo and purified by preparative HPLC to... The reactants are FC(C(=O)O)(F)F (trifluoroacetic acid), COC(=O)C=1C=C(C=CC1)C1=CC(=CC=C1)OCCNC(=O)OC(C)(C)C (methyl-3′-[2-[[(tert-butoxy)carbonyl]amino]ethoxy]-[1,1′-biphenyl]-3-carboxylate), FC(C(=O)O)(F)F (trifluoroacetic acid). The solvent is C(Cl)Cl (methylene chloride). Conditions: time 6 hour. Yields the product COC(=O)C=1C=C(C=CC1)C1=CC(=CC=C1)OCCN (Methyl-3′-[(2-amino)ethoxy]-[1,1′-biphenyl]-3-carboxylate). Isolated yield 98.5%. Reaction SMILES: [CH3:1][O:2][C:3]([C:5]1[CH:6]=[C:7]([C:11]2[CH:16]=[CH:15][CH:14]=[C:13]([O:17][CH2:18][CH2:19][NH:20]C(OC(C)(C)C)=O)[CH:12]=2)[CH:8]=[CH:9][CH:10]=1)=[O:4].FC(F)(F)C(O)=O>C(Cl)Cl>[CH3:1][O:2][C:3]([C:5]1[CH:6]=[C:7]([C:11]2[CH:16]=[CH:15][CH:14]=[C:13]([O:17][CH2:18][CH2:19][NH2:20])[CH:12]=2)[CH:8]=[CH:9][CH:10]=1)=[O:4]. Reported procedure: The methyl-3′-[2-[[(tert-butoxy)carbonyl]amino]ethoxy]-[1,1′-biphenyl]-3-carboxylate (659 mg) was dissolved in methylene chloride (25 mL) and trifluoroacetic acid (2.5 mL) was added. The mixture was stirred at room temperature for 6 h, additional trifluoroacetic acid (1.0 mL) was added and the mixture was stirred overnight. The mixture was concentrated and partitioned between saturated aqueous sodium bicarbonate and ethyl acetate. The organic layer was separated, dried over sodium sulfate, filte... The reactants are CCC(OC)OC, CO, Cl, COc1cnn(C)c(=O)c1-c1ccc(CC(N)C(=O)O)cc1, C1COCCO1. The product is COC(=O)C(N)Cc1ccc(-c2c(OC)cnn(C)c2=O)cc1. As a reaction SMILES: [CH3:23][O:24][CH:25]([O:26][CH3:27])[CH2:28][CH3:29].[CH3:31][OH:32].[ClH:30].[NH2:1][CH:2]([C:3](=[O:4])[OH:5])[CH2:6][c:7]1[cH:8][cH:9][c:10](-[c:13]2[c:14](=[O:22])[n:15]([CH3:21])[n:16][cH:17][c:18]2[O:19][CH3:20])[cH:11][cH:12]1.[O:33]1[CH2:34][CH2:35][O:36][CH2:37][CH2:38]1>>[NH2:1][CH:2]([C:3]([O:4][CH3:23])=[O:5])[CH2:6][c:7]1[cH:8][cH:9][c:10](-[c:13]2[c:14](=[O:22])[n:15]([CH3:21])[n:16][cH:17][c:18]2[O:19][CH3:20])[cH:11][cH:12]1. Reactants: [H-].[Na+] (Sodium hydride), N1(C=NC=C1)C=1C=C(C=CC1S(=O)(=O)C)C1=C(N=C(S1)N)C (5-(3-Imidazol-1-yl-4-methanesulfonyl-phenyl)-4-methyl-thiazol-2-ylamine), C(=O)(N1C=NC=C1)N1C=NC=C1 (1,1′-Carbonyl diimidazole). Solvent: CN(C=O)C (dimethylformamide). Run at temperature 40 celsius. The product is N1(C=NC=C1)C=1C=C(C=CC1S(=O)(=O)C)C1=C(N=C(S1)NC(=O)N1C=NC=C1)C (Imidazole-1-carboxylic acid [5-(3-imidazol-1-yl-4-methanesulfonyl-phenyl)-4-methyl-thiazol-2-yl]-amide). Reaction SMILES: [H-].[Na+].[N:3]1([C:8]2[CH:9]=[C:10]([C:18]3[S:22][C:21]([NH2:23])=[N:20][C:19]=3[CH3:24])[CH:11]=[CH:12][C:13]=2[S:14]([CH3:17])(=[O:16])=[O:15])[CH:7]=[CH:6][N:5]=[CH:4]1.[C:25](N1C=CN=C1)([N:27]1[CH:31]=[CH:30][N:29]=[CH:28]1)=[O:26]>CN(C)C=O>[N:3]1([C:8]2[CH:9]=[C:10]([C:18]3[S:22][C:21]([NH:23][C:25]([N:27]4[CH:31]=[CH:30][N:29]=[CH:28]4)=[O:26])=[N:20][C:19]=3[CH3:24])[CH:11]=[CH:12][C:13]=2[S:14]([CH3:17])(=[O:16])=[O:15])[CH:7]=[CH:6][N:5]=[CH:4]1 |f:0.1|. Procedure: Sodium hydride (60% dispersion in oil, 0.137 g, 3.42 mmol) is added to a stirred suspension of 5-(3-Imidazol-1-yl-4-methanesulfonyl-phenyl)-4-methyl-thiazol-2-ylamine (148) (1.04 g, 3.1 mmol) in dry dimethylformamide (10 ml) at room temperature under argon. 1,1′-Carbonyl diimidazole (0.757 g, 4.67 mmol) is added and the stirred suspension is heated to 40° C. for 1 h. The reaction mixture is cooled and the resulting solid filtered and washed with DCM and ether to afford the title compound. The reactants are O=C(c1ncc[nH]1)c1ncc[nH]1, COC(=O)C(N)Cc1ccc2[nH]cc(C#N)c2c1, O=C1Nc2ccccc2CN1C1CCNCC1, C1CCOC1. Product: COC(=O)C(Cc1ccc2[nH]cc(C#N)c2c1)NC(=O)N1CCC(N2Cc3ccccc3NC2=O)CC1. RXN SMILES: [C:19](=[O:20])([c:21]1[nH:22][cH:23][cH:24][n:25]1)[c:26]1[nH:27][cH:28][cH:29][n:30]1.[CH3:1][O:2][C:3]([CH:4]([CH2:5][c:6]1[cH:7][c:8]2[c:9]([C:15]#[N:16])[cH:10][nH:11][c:12]2[cH:13][cH:14]1)[NH2:17])=[O:18].[NH:31]1[CH2:32][CH2:33][CH:34]([N:37]2[C:38](=[O:47])[NH:39][c:40]3[cH:41][cH:42][cH:43][cH:44][c:45]3[CH2:46]2)[CH2:35][CH2:36]1.[O:48]1[CH2:49][CH2:50][CH2:51][CH2:52]1>>[CH3:1][O:2][C:3]([CH:4]([CH2:5][c:6]1[cH:7][c:8]2[c:9]([C:15]#[N:16])[cH:10][nH:11][c:12]2[cH:13][cH:14]1)[NH:17][C:19](=[O:20])[N:31]1[CH2:32][CH2:33][CH:34]([N:37]2[C:38](=[O:47])[NH:39][c:40]3[cH:41][cH:42][cH:43][cH:44][c:45]3[CH2:46]2)[CH2:35][CH2:36]1)=[O:18].